Dataset: the Open Reaction Database (ORD), a public repository of structured organic reaction records. Task: describe an organic reaction: reactants, conditions, products, and yield The reactants are ClC=1C(=NC=C(C1)C(F)(F)F)NN ([3-chloro-5-(trifluoromethyl)pyridin-2-yl]hydrazine), CCOC=CC(CC(=O)OCC)=O (ethyl (2-ethoxymethylene)acetoacetate), Cl (hydrochloric acid), C(C)O (ethanol). As a reaction SMILES: [Cl:1][C:2]1[C:3]([NH:12][NH2:13])=[N:4][CH:5]=[C:6]([C:8]([F:11])([F:10])[F:9])[CH:7]=1.CCOC=[CH:18][C:19](=O)[CH2:20][C:21]([O:23][CH2:24][CH3:25])=[O:22].Cl.[CH2:28](O)C>>[CH2:24]([O:23][C:21]([C:20]1[CH:28]=[N:13][N:12]([C:3]2[C:2]([Cl:1])=[CH:7][C:6]([C:8]([F:11])([F:9])[F:10])=[CH:5][N:4]=2)[C:19]=1[CH3:18])=[O:22])[CH3:25]. The product is C(C)OC(=O)C=1C=NN(C1C)C1=NC=C(C=C1Cl)C(F)(F)F (1-[3-chloro-5-(trifluoromethyl)pyridin-2-yl]-5-methyl-1H-pyrazole-4-carboxylic acid ethyl ester). Reported procedure: Then, [3-chloro-5-(trifluoromethyl)pyridin-2-yl]hydrazine (10 g) and ethyl (2-ethoxymethylene)acetoacetate (8.8 g) synthesized according to the method described in J. Chem. Soc. Perkin trans. I, p. 1875 (1988) were added to a mixed solvent of 1 N hydrochloric acid aqueous solution (150 ml) and ethanol (150 ml), and stirred under reflux. After completion of the reaction, the mixture was allowed to cool, and the organic solvent was evaporated in vacuo. Then, the mixture was extracted with ethyl ac... The reactants are C[C@H](C(=O)O)CC ((S)-(+)-2-methylbutanoic acid), CC(=CC[C@@H](CO)C(=C)C)C ((R)-(−)-lavandulol), C[C@H](C(=O)OC[C@H]1C(C(C1)=C(C)C)(C)C)CC ([(R)-2,2-Dimethyl-3-(1-methylethylidene)cyclobutyl]methyl (S)-2-methylbutanoate). Run in CO (MeOH). Yields the product C[C@H](C(=O)OC[C@H](CC=C(C)C)C(=C)C)CC ((R)-2-Isopropenyl-5-methylhex-4-enyl (S)-2-methylbutanoate). Isolated yield 75.0%. Reaction SMILES: CC(C)=CC[C@H](C(C)=C)CO.C[C@@H](CC)C(O)=O.[CH3:19][C@@H:20]([CH2:34][CH3:35])[C:21]([O:23][CH2:24][C@@H:25]1[CH2:28][C:27](=[C:29]([CH3:31])[CH3:30])[C:26]1([CH3:33])[CH3:32])=[O:22]>CO>[CH3:19][C@@H:20]([CH2:34][CH3:35])[C:21]([O:23][CH2:24][C@@H:25]([C:26]([CH3:33])=[CH2:32])[CH2:28][CH:27]=[C:29]([CH3:30])[CH3:31])=[O:22]. Procedure details: Esterification of (R)-(−)-lavandulol {(86% ee, [α]24D−9.6 (c 0.1, MeOH), prepared according to the method described by Cardillo et al. (Cardillo, G., et al., J. Org. Chem., 53: 2354-2356 (1988))} with (S)-(+)-2-methylbutanoic acid using the same procedures as compound 2a gave 75 mg (75% yield) of 1a as clear oil. Optical purity: 99% ee; [α]24D+5.0 (c 0.1, MeOH); 1H NMR (C6D6): δ 0.83 (3H, t, J=7.29 Hz), 1.08 (3H, d, J=7.0 Hz), 1.35 (1H, m), 1.50 (3H, s), 1.59 (3H, t, J=0.80 Hz), 1.61 (3H, d, J=1... Reactants: CCOC(CN(CC)c1c([N+](=O)[O-])cc(C)cc1[N+](=O)[O-])OCC, CCOC(C)=O, OCCO, Cc1ccccc1S(=O)(=O)O. The product is CCN(CC1OCCO1)c1c([N+](=O)[O-])cc(C)cc1[N+](=O)[O-]. As a reaction SMILES: [CH2:1]([CH3:2])[N:3]([c:4]1[c:5]([N+:14](=[O:15])[O-:16])[cH:6][c:7]([CH3:13])[cH:8][c:9]1[N+:10](=[O:11])[O-:12])[CH2:17][CH:18]([O:19][CH2:20][CH3:24])[O:22][CH2:23][CH3:21].[CH3:40][CH2:41][O:42][C:43](=[O:44])[CH3:45].[OH:25][CH2:26][CH2:27][OH:28].[c:29]1([CH3:30])[c:31]([S:32]([OH:33])(=[O:34])=[O:35])[cH:36][cH:37][cH:38][cH:39]1>>[CH2:1]([CH3:2])[N:3]([c:4]1[c:5]([N+:14](=[O:15])[O-:16])[cH:6][c:7]([CH3:13])[cH:8][c:9]1[N+:10](=[O:11])[O-:12])[CH2:17][CH:18]1[O:19][CH2:20][CH2:23][O:22]1. The reactants are CNC(=O)c1ccc([N+](=O)[O-])c(Sc2ccc(F)cc2F)c1, CCO, [Cl-], [Fe], [NH4+], O. The product is CNC(=O)c1ccc(N)c(Sc2ccc(F)cc2F)c1. As a reaction SMILES: [CH3:1][NH:2][C:3]([c:4]1[cH:5][c:6]([S:13][c:14]2[c:15]([F:21])[cH:16][c:17]([F:20])[cH:18][cH:19]2)[c:7]([N+:10]([O-:11])=[O:12])[cH:8][cH:9]1)=[O:22].[CH3:25][CH2:26][OH:27].[Cl-:23].[Fe:29].[NH4+:24].[OH2:28]>>[CH3:1][NH:2][C:3]([c:4]1[cH:5][c:6]([S:13][c:14]2[c:15]([F:21])[cH:16][c:17]([F:20])[cH:18][cH:19]2)[c:7]([NH2:10])[cH:8][cH:9]1)=[O:22].